This data is from the Open Reaction Database (ORD), a public repository of structured organic reaction records. The task is: describe an organic reaction: reactants, conditions, products, and yield Reactants: Fc1ccc(C(Cl)c2cccc(Br)n2)cc1, C1CCOC1, CC(C)[N-]C(C)C, [Li+], c1cncc(Cc2cccnc2)c1. Product: Fc1ccc(C(c2cccc(Br)n2)C(c2cccnc2)c2cccnc2)cc1. As a reaction SMILES: [Br:22][c:23]1[n:24][c:25]([CH:29]([c:30]2[cH:31][cH:32][c:33]([F:36])[cH:34][cH:35]2)[Cl:37])[cH:26][cH:27][cH:28]1.[CH2:38]1[O:39][CH2:40][CH2:41][CH2:42]1.[CH3:15][CH:16]([N-:17][CH:18]([CH3:19])[CH3:20])[CH3:21].[Li+:14].[n:1]1[cH:2][c:3]([CH2:7][c:8]2[cH:9][n:10][cH:11][cH:12][cH:13]2)[cH:4][cH:5][cH:6]1>>[n:1]1[cH:2][c:3]([CH:7]([c:8]2[cH:9][n:10][cH:11][cH:12][cH:13]2)[CH:29]([c:25]2[n:24][c:23]([Br:22])[cH:28][cH:27][cH:26]2)[c:30]2[cH:31][cH:32][c:33]([F:36])[cH:34][cH:35]2)[cH:4][cH:5][cH:6]1. Starting materials: C(#C)C=1C=C2C(CC(SC2=CC1F)(C)C)=O (6-ethynyl-7-fluoro-2,2-dimethylthiochroman-4-one), C(#C)C=1C=C2C(CC(SC2=CC1F)(C)C)=O (6-ethynyl-7-fluoro-2,2-dimethylthiochroman-4-one), IC1=CC=C(C(=O)OCC)C=C1 (ethyl 4-iodobenzoate). Reagents/catalysts: Cl[Pd]([P](C1=CC=CC=C1)(C2=CC=CC=C2)C3=CC=CC=C3)([P](C4=CC=CC=C4)(C5=CC=CC=C5)C6=CC=CC=C6)Cl (bis(triphenylphosphine)-palladium(II) chloride), [Cu]I (copper(I) iodide). Run in CCN(CC)CC (Et3N). Run at time 8 hour. Yields the product CC1(SC2=CC(=C(C=C2C(C1)=O)CCC1=CC=C(C(=O)OCC)C=C1)F)C (Ethyl 4-[(2,2-dimethyl-4-oxo-7-fluoro-thiochroman-6-yl)ethyl]-benzoate). Yield: 89.9%. Reaction SMILES: [C:1]([C:3]1[CH:4]=[C:5]2[C:10](=[CH:11][C:12]=1[F:13])[S:9][C:8]([CH3:15])([CH3:14])[CH2:7][C:6]2=[O:16])#[CH:2].I[C:18]1[CH:28]=[CH:27][C:21]([C:22]([O:24][CH2:25][CH3:26])=[O:23])=[CH:20][CH:19]=1>CCN(CC)CC.Cl[Pd](Cl)([P](C1C=CC=CC=1)(C1C=CC=CC=1)C1C=CC=CC=1)[P](C1C=CC=CC=1)(C1C=CC=CC=1)C1C=CC=CC=1.[Cu]I>[CH3:15][C:8]1([CH3:14])[CH2:7][C:6](=[O:16])[C:5]2[C:10](=[CH:11][C:12]([F:13])=[C:3]([CH2:1][CH2:2][C:18]3[CH:28]=[CH:27][C:21]([C:22]([O:24][CH2:25][CH3:26])=[O:23])=[CH:20][CH:19]=3)[CH:4]=2)[S:9]1 |^1:38,57|. Reported procedure: A solution of 6-ethynyl-7-fluoro-2,2-dimethylthiochroman-4-one (Compound 207, 330.0 mg, 1.41 mmol) and ethyl 4-iodobenzoate (392 mg, 1.41 mmol) in 10.0 mL Et3N was purged with argon for 15 minutes. To this solution was added bis(triphenylphosphine)-palladium(II) chloride (247 mg, 0.35 mmol) and copper(I) iodide (67.0 mg, 0.35 mmol). After sparging for an additional 10 minutes with argon, the solution was stirred overnight at room temperature. The reaction mixture was diluted with EtOAc and filte... Reactants: O=C(O)c1cnc(Cl)c(F)c1Nc1ccc(Br)cc1F, CO, C[Si](C)(C)C=[N+]=[N-]. The product is COC(=O)c1cnc(Cl)c(F)c1Nc1ccc(Br)cc1F. As a reaction SMILES: [Br:8][c:9]1[cH:10][c:11]([F:27])[c:12]([NH:15][c:16]2[c:17]([F:26])[c:18]([Cl:25])[n:19][cH:20][c:21]2[C:22](=[O:23])[OH:24])[cH:13][cH:14]1.[CH3:28][OH:29].[Si:1]([CH3:2])([CH:3]=[N+:4]=[N-:5])([CH3:6])[CH3:7]>>[CH3:2][O:23][C:22]([c:21]1[c:16]([NH:15][c:12]2[c:11]([F:27])[cH:10][c:9]([Br:8])[cH:14][cH:13]2)[c:17]([F:26])[c:18]([Cl:25])[n:19][cH:20]1)=[O:24]. Reactants: C(C1=CC=CC=C1)N1N=C2C(=CC=CC2=C1C1=CC=C(C=C1)N1CCC(CC1)C(=O)OCC)C(F)(F)F (ethyl 1-{4-[2-benzyl-7-(trifluoromethyl)-2H-indazol-3-yl]phenyl}piperidine-4-carboxylate), [OH-].[Na+] (NaOH), Cl (HCl). Run in CO (methanol). Yields the product C(C1=CC=CC=C1)N1N=C2C(=CC=CC2=C1C1=CC=C(C=C1)N1CCC(CC1)C(=O)O)C(F)(F)F (1-{4-[2-BENZYL-7-(TRIFLUOROMETHYL)-2H-INDAZOL-3-YL]PHENYL}PIPERIDINE-4-CARBOXYLIC ACID). Isolated yield 85.2%. As a reaction SMILES: [CH2:1]([N:8]1[C:16]([C:17]2[CH:22]=[CH:21][C:20]([N:23]3[CH2:28][CH2:27][CH:26]([C:29]([O:31]CC)=[O:30])[CH2:25][CH2:24]3)=[CH:19][CH:18]=2)=[C:15]2[C:10]([C:11]([C:34]([F:37])([F:36])[F:35])=[CH:12][CH:13]=[CH:14]2)=[N:9]1)[C:2]1[CH:7]=[CH:6][CH:5]=[CH:4][CH:3]=1.[OH-].[Na+].Cl>CO>[CH2:1]([N:8]1[C:16]([C:17]2[CH:22]=[CH:21][C:20]([N:23]3[CH2:28][CH2:27][CH:26]([C:29]([OH:31])=[O:30])[CH2:25][CH2:24]3)=[CH:19][CH:18]=2)=[C:15]2[C:10]([C:11]([C:34]([F:37])([F:35])[F:36])=[CH:12][CH:13]=[CH:14]2)=[N:9]1)[C:2]1[CH:3]=[CH:4][CH:5]=[CH:6][CH:7]=1 |f:1.2|. Procedure details: A solution of ethyl 1-{4-[2-benzyl-7-(trifluoromethyl)-2H-indazol-3-yl]phenyl}piperidine-4-carboxylate (0.06 g, 0.12 mmol) in 5 mL of methanol containing 1 mL of 1 N NaOH was stirred overnight at ambient temperature. The reaction mixture was neutralized with dilute HCl and partitioned with ethyl acetate and H2O. The organic phase was dried (Na2SO4) and concentrated in vacuo. The residue was triturated with petroleum ether to give the title compound as an amber solid (0.049 g). Starting materials: O=C=O, ClCCl, O=C(O)c1c(-c2ccncc2)c(-c2cccs2)n2c1CCC2. Yields the product c1csc(-c2c(-c3ccncc3)cc3n2CCC3)c1. As a reaction SMILES: [C:23](=[O:24])=[O:25].[Cl:26][CH2:27][Cl:28].[s:1]1[c:2](-[c:6]2[c:7](-[c:17]3[cH:18][cH:19][n:20][cH:21][cH:22]3)[c:8]([C:14]([OH:15])=[O:16])[c:9]3[n:13]2[CH2:12][CH2:11][CH2:10]3)[cH:3][cH:4][cH:5]1>>[s:1]1[c:2](-[c:6]2[c:7](-[c:17]3[cH:18][cH:19][n:20][cH:21][cH:22]3)[cH:8][c:9]3[n:13]2[CH2:12][CH2:11][CH2:10]3)[cH:3][cH:4][cH:5]1. The reactants are CC(=O)[O-], CCO, CCOC(C)=O, [Cl-], O=C1CCc2cc(N3CCOCC3)c(F)cc21, [Na+], O, [NH3+]O. Yields the product ON=C1CCc2cc(N3CCOCC3)c(F)cc21. Reaction SMILES: [CH3:22][C:23](=[O:24])[O-:25].[CH3:27][CH2:28][OH:29].[CH3:30][CH2:31][O:32][C:33](=[O:34])[CH3:35].[Cl-:18].[F:1][c:2]1[c:3]([N:12]2[CH2:13][CH2:14][O:15][CH2:16][CH2:17]2)[cH:4][c:5]2[c:9]([cH:10]1)[C:8](=[O:11])[CH2:7][CH2:6]2.[Na+:21].[OH2:26].[OH:19][NH3+:20]>>[F:1][c:2]1[c:3]([N:12]2[CH2:13][CH2:14][O:15][CH2:16][CH2:17]2)[cH:4][c:5]2[c:9]([cH:10]1)[C:8](=[N:20][OH:19])[CH2:7][CH2:6]2.